From a dataset of the Open Reaction Database (ORD), a public repository of structured organic reaction records. describe an organic reaction: reactants, conditions, products, and yield Reactants: Cl, NC(=O)c1cnccc1C(F)(F)F, [Na+], [Na+], O=C([O-])[O-], O. The product is O=C(O)c1cnccc1C(F)(F)F. RXN SMILES: [ClH:1].[F:2][C:3]([c:4]1[cH:5][cH:6][n:7][cH:8][c:9]1[C:10](=[O:11])[NH2:12])([F:13])[F:14].[Na+:15].[Na+:16].[O-:17][C:18](=[O:19])[O-:20].[OH2:21]>>[F:2][C:3]([c:4]1[cH:5][cH:6][n:7][cH:8][c:9]1[C:10](=[O:11])[OH:17])([F:13])[F:14]. RXN SMILES: [CH3:1][C:2]1[C:7]([O:8][CH2:9][C:10]([F:15])([F:14])[CH:11]([F:13])[F:12])=[CH:6][N:5]=[C:4]([CH:16]=O)[CH:3]=1.[CH3:18][C:19]([S@:22]([NH2:24])=[O:23])([CH3:21])[CH3:20]>>[CH3:18][C:19]([S@:22](/[N:24]=[CH:16]/[C:4]1[CH:3]=[C:2]([CH3:1])[C:7]([O:8][CH2:9][C:10]([F:15])([F:14])[CH:11]([F:13])[F:12])=[CH:6][N:5]=1)=[O:23])([CH3:21])[CH3:20]. The product is CC(C)(C)[S@@](=O)/N=C/C1=NC=C(C(=C1)C)OCC(C(F)F)(F)F ((R,E)-2-methyl-N-((4-methyl-5-(2,2,3,3-tetrafluoropropoxy)pyridin-2-yl)methylene)propane-2-sulfinamide). Yield: 81.0%. The reactants are CC1=CC(=NC=C1OCC(C(F)F)(F)F)C=O (4-methyl-5-(2,2,3,3-tetrafluoropropoxy)picolinaldehyde), CC(C)(C)[S@@](=O)N ((R)-2-methylpropane-2-sulfinamide), Amine-49. Procedure: The title compound is prepared in 81% yield (1.38 g, pale yellow solid) from 4-methyl-5-(2,2,3,3-tetrafluoropropoxy)picolinaldehyde (1.20 g, 4.79 mmol, Step-5) and (R)-2-methylpropane-2-sulfinamide (872 mg, 7.19 mmol) in a similar manner to Step-6 of Amine-49. Starting materials: C(C)(C)N(CC)C(C)C (Diisopropylethylamine), ClC1=NC(=NC(=N1)Cl)NC1=CC(=NN1)C1CC1 (4,6-dichloro-N-(3-cyclopropyl-1H-pyrazol-5-yl)-1,3,5-triazin-2-amine), FC1=CC=C(C=N1)NC(=O)[C@]1(NCCC1)C ((S)—N-(6-fluoropyridin-3-yl)-2-methylpyrrolidine-2-carboxamide). Solvent: C1CCOC1 (THF). Reaction conditions: time 8 hour. The product is ClC1=NC(=NC(=N1)NC1=CC(=NN1)C1CC1)N1[C@@](CCC1)(C(=O)NC1=NC=CN=C1)C ((S)-1-(4-Chloro-6-(3-cyclopropyl-1H-pyrazol-5-ylamino)-1,3,5-triazin-2-yl)-2-methyl-N-(pyrazin-2-yl)pyrrolidine-2-carboxamide). Yield: 69.7%. RXN SMILES: C([N:4](C(C)C)CC)(C)C.Cl[C:11]1[N:16]=[C:15]([Cl:17])[N:14]=[C:13]([NH:18][C:19]2[NH:23][N:22]=[C:21]([CH:24]3[CH2:26][CH2:25]3)[CH:20]=2)[N:12]=1.F[C:28]1[N:33]=[CH:32][C:31]([NH:34][C:35]([C@:37]2([CH3:42])[CH2:41][CH2:40][CH2:39][NH:38]2)=[O:36])=C[CH:29]=1>C1COCC1>[Cl:17][C:15]1[N:14]=[C:13]([NH:18][C:19]2[NH:23][N:22]=[C:21]([CH:24]3[CH2:26][CH2:25]3)[CH:20]=2)[N:12]=[C:11]([N:38]2[CH2:39][CH2:40][CH2:41][C@@:37]2([CH3:42])[C:35]([NH:34][C:31]2[CH:32]=[N:33][CH:28]=[CH:29][N:4]=2)=[O:36])[N:16]=1. Reported procedure: Diisopropylethylamine (0.77 mL, 4.42 mmol) was added to a mixture of 4,6-dichloro-N-(3-cyclopropyl-1H-pyrazol-5-yl)-1,3,5-triazin-2-amine (800 mg, 2.95 mmol) and (S)—N-(6-fluoropyridin-3-yl)-2-methylpyrrolidine-2-carboxamide (625 mg, 2.8 mmol) in THF (20 mL). The reaction mixture was stirred at room temperature overnight and the product was separated by preparative HPLC. Removal of the solvents furnished 8B (860 mg, 64%) as a TFA salt. LC/MS [M+H]+: 440; Ret time (Method C): 2.33 min. Reactants: C1COCCO1, O=C(OCc1ccccc1)c1ccc(OCc2ccccc2)cc1Cl, CCO, [Na+], [OH-]. Yields the product O=C(O)c1ccc(OCc2ccccc2)cc1Cl. Reaction SMILES: [CH2:31]1[O:32][CH2:33][CH2:34][O:35][CH2:36]1.[CH2:6]([c:7]1[cH:8][cH:9][cH:10][cH:11][cH:12]1)[O:13][c:14]1[cH:15][c:16]([Cl:30])[c:17]([C:18](=[O:19])[O:20][CH2:21][c:22]2[cH:23][cH:24][cH:25][cH:26][cH:27]2)[cH:28][cH:29]1.[CH3:1][CH2:2][OH:3].[Na+:5].[OH-:4]>>[CH2:6]([c:7]1[cH:8][cH:9][cH:10][cH:11][cH:12]1)[O:13][c:14]1[cH:15][c:16]([Cl:30])[c:17]([C:18](=[O:19])[OH:20])[cH:28][cH:29]1.